Dataset: the Open Reaction Database (ORD), a public repository of structured organic reaction records. Task: describe an organic reaction: reactants, conditions, products, and yield Starting materials: Cl.ClC1=CC=C2C(=NC=NC2=C1)NC1=CC=C(C=C1)S(=O)(=O)Cl (4-(7-Chloro-4-quinazolinylamino)benzenesulphonyl chloride hydrochloride), Cl.S(=O)(=O)(Cl)Cl (sulphonyl chloride hydrochloride), C(Cl)Cl (methylene chloride), C(C)N(CCN)CC (N,N-Diethylethylenediamine). The solvent is O (water). Reaction conditions: temperature 10 celsius, time 2 hour. The product is ClC1=CC=C2C(=NC=NC2=C1)NC1=CC=C(C=C1)S(=O)(=O)NCCN(CC)CC (4-(7-Chloro-4-quinazolinylamino)-N-(2-diethylaminoethyl) benzenesulphonamide). RXN SMILES: Cl.[Cl:2][C:3]1[CH:12]=[C:11]2[C:6]([C:7]([NH:13][C:14]3[CH:19]=[CH:18][C:17]([S:20](Cl)(=[O:22])=[O:21])=[CH:16][CH:15]=3)=[N:8][CH:9]=[N:10]2)=[CH:5][CH:4]=1.Cl.S(Cl)(Cl)(=O)=O.C(Cl)Cl.[CH2:33]([N:35]([CH2:39][CH3:40])[CH2:36][CH2:37][NH2:38])[CH3:34]>O>[Cl:2][C:3]1[CH:12]=[C:11]2[C:6]([C:7]([NH:13][C:14]3[CH:19]=[CH:18][C:17]([S:20]([NH:38][CH2:37][CH2:36][N:35]([CH2:39][CH3:40])[CH2:33][CH3:34])(=[O:22])=[O:21])=[CH:16][CH:15]=3)=[N:8][CH:9]=[N:10]2)=[CH:5][CH:4]=1 |f:0.1,2.3|. Reported procedure: 4-(7-Chloro-4-quinazolinylamino)benzenesulphonyl chloride hydrochloride (36.0 g obtainable from the title compound of Example 1) and methylene chloride (180 ml) were cooled under nitrogen to 5° C. N,N-Diethylethylenediamine (35.4 g) was then added at 5°-10° C. over 20 minutes to give a light yellow solution. The solution was stirred for 2 hours under nitrogen at 5° to 15° C. and then water (200 ml) was added. A white solid precipitated. The mixture was cooled to 10° C. and the solid was filtered... The reactants are O=C(Cl)OCc1ccccc1, CCOC(C)=O, NCCO, [Na+], O=C([O-])O, O. Product: O=C(NCCO)OCc1ccccc1. Reaction SMILES: [CH2:1]([c:2]1[cH:3][cH:4][cH:5][cH:6][cH:7]1)[O:8][C:9](=[O:10])[Cl:11].[CH3:21][CH2:22][O:23][C:24](=[O:25])[CH3:26].[NH2:12][CH2:13][CH2:14][OH:15].[Na+:20].[O-:16][C:17]([OH:18])=[O:19].[OH2:27]>>[CH2:1]([c:2]1[cH:3][cH:4][cH:5][cH:6][cH:7]1)[O:8][C:9](=[O:10])[NH:12][CH2:13][CH2:14][OH:15]. The reactants are Example 141, N#N (N2), C([O-])([O-])=O.[K+].[K+] (Potassium carbonate), N1=CC=CC2=CC=C3C=CC=NC3=C12 (1,10-phenanthroline), C(C)OC(=O)C1=NN(C=2C(NCCC21)=O)C2=CC=C(C=C2)OC (1-(4-methoxy-phenyl)-7-oxo-4,5,6,7-tetrahydro-1H-pyrazolo[3,4-c]pyridine-3-carboxylic acid ethyl ester), CCOC(=O)C (EtOAc). The reagents and catalysts are [Cu](I)I (copper iodide). Run in CS(=O)C (DMSO). Product: C(C)OC(=O)C1=NN(C=2C(N(CCC21)C2=CC=C(C=C2)C2(CC2)C=2OCCN2)=O)C2=CC=C(C=C2)OC (6-{4-[1-(4,5-dihydro-oxazol-2-yl)-cyclopropyl]-phenyl}-1-(4-methoxy-phenyl)-7-oxo-4,5,6,7-tetrahydro-1H-pyrazolo[3,4-c]pyridine-3-carboxylic acid ethyl ester). As a reaction SMILES: [CH2:1]([O:3][C:4]([C:6]1[C:14]2[CH2:13][CH2:12][NH:11][C:10](=[O:15])[C:9]=2[N:8]([C:16]2[CH:21]=[CH:20][C:19]([O:22][CH3:23])=[CH:18][CH:17]=2)[N:7]=1)=[O:5])[CH3:2].C(=O)([O-])[O-].[K+].[K+].N1[C:43]2[C:34](=[CH:35][CH:36]=[C:37]3[C:42]=2N=[CH:40][CH:39]=[CH:38]3)C=CC=1.[N:44]#N.[CH3:46][CH2:47][O:48][C:49](C)=O>CS(C)=O.[Cu](I)I>[CH2:1]([O:3][C:4]([C:6]1[C:14]2[CH2:13][CH2:12][N:11]([C:34]3[CH:35]=[CH:36][C:37]([C:38]4([C:49]5[O:48][CH2:47][CH2:46][N:44]=5)[CH2:39][CH2:40]4)=[CH:42][CH:43]=3)[C:10](=[O:15])[C:9]=2[N:8]([C:16]2[CH:17]=[CH:18][C:19]([O:22][CH3:23])=[CH:20][CH:21]=2)[N:7]=1)=[O:5])[CH3:2] |f:1.2.3|. Reported procedure: Part A. The product of Part A from Example 141 (0.10 g, 0.32 mmol) and 1-(4-methoxy-phenyl)-7-oxo-4,5,6,7-tetrahydro-1H-pyrazolo[3,4-c]pyridine-3-carboxylic acid ethyl ester (0.10 g, 0.32 mmol) were dissolved in DMSO (1.5 mL). Potassium carbonate (1.3 g, 0.94 mmol), copper iodide (0.02 g, 0.10 mmol), and 1,10-phenanthroline (0.02 g, 0.11 mmol) were then added and the reaction was heated to 120° C. for 12 h under an environment of N2. The reaction was cooled, diluted with EtOAc, washed with H2O (... The reactants are O[C@@H]([C@@H]([C@@H](CO)O)O)C=1N=C(NC1)C(C)=O (1-[4-((1R,2S,3R)-1,2,3,4-Tetrahydroxy-butyl)-1H-imidazol-2-yl]-ethanone), C(C)(=O)NN (Acetic hydrazide). The reagents and catalysts are Cl (hydrochloric acid). Solvent: O (water), CO (methanol), O1CCCC1 (tetrahydrofuran). Reaction conditions: temperature 50 celsius, time 48 hour. Yields the product O[C@@H]([C@@H]([C@@H](CO)O)O)C=1N=C(NC1)C(C)=NNC(C)=O (N′-(1-(4-((1R,2S,3R)-1,2,3,4-tetrahydroxybutyl)-1H-imidazol-2-yl)ethylidene)acetohydrazide). Reaction SMILES: [OH:1][C@H:2]([C:9]1[N:10]=[C:11]([C:14](=O)[CH3:15])[NH:12][CH:13]=1)[C@H:3]([OH:8])[C@H:4]([OH:7])[CH2:5][OH:6].[C:17]([NH:20][NH2:21])(=[O:19])[CH3:18]>CO.O.Cl.O1CCCC1>[OH:1][C@H:2]([C:9]1[N:10]=[C:11]([C:14](=[N:21][NH:20][C:17](=[O:19])[CH3:18])[CH3:15])[NH:12][CH:13]=1)[C@H:3]([OH:8])[C@H:4]([OH:7])[CH2:5][OH:6]. Procedure details: 1-[4-((1R,2S,3R)-1,2,3,4-Tetrahydroxy-butyl)-1H-imidazol-2-yl]-ethanone (160 mg, 0.70 mmol) was suspended in methanol (3 ml) and water (1 ml). Acetic hydrazide (56 mg, 0.75 mmol, 1.2 eq.) and hydrochloric acid (one drop, 12 N) were added, and the suspension was stirred at 50° C. for 48 hours. LCMS analysis indicated the formation of the product and the absence of starting material. The reaction mixture was cooled to room temperature and diluted with tetrahydrofuran. The resulting white precipita... The reactants are Fc1ccc(Cl)cc1-c1nc(Cl)c2c(n1)COC2, [I-], I, [Na+]. Yields the product Fc1ccc(Cl)cc1-c1nc(I)c2c(n1)COC2. Reaction SMILES: [Cl:1][c:2]1[c:3]2[c:4]([n:5][c:6](-[c:8]3[c:9]([F:15])[cH:10][cH:11][c:12]([Cl:14])[cH:13]3)[n:7]1)[CH2:16][O:17][CH2:18]2.[I-:19].[IH:21].[Na+:20]>>[c:2]1([I:19])[c:3]2[c:4]([n:5][c:6](-[c:8]3[c:9]([F:15])[cH:10][cH:11][c:12]([Cl:14])[cH:13]3)[n:7]1)[CH2:16][O:17][CH2:18]2. Reactants: CC(C)(C)OC(=O)N1CCN(S(=O)(=O)c2ccc(F)cc2)CC1, CO, CCOCC, ClCCl, Cl. As a reaction SMILES: [C:1]([O:2][C:3](=[O:4])[N:8]1[CH2:9][CH2:10][N:11]([S:14](=[O:15])(=[O:16])[c:17]2[cH:18][cH:19][c:20]([F:23])[cH:21][cH:22]2)[CH2:12][CH2:13]1)([CH3:5])([CH3:6])[CH3:7].[CH3:25][OH:26].[CH3:30][CH2:31][O:32][CH2:33][CH3:34].[Cl:27][CH2:28][Cl:29].[ClH:24]>>[ClH:24].[NH:8]1[CH2:9][CH2:10][N:11]([S:14](=[O:15])(=[O:16])[c:17]2[cH:18][cH:19][c:20]([F:23])[cH:21][cH:22]2)[CH2:12][CH2:13]1. Product: Cl, O=S(=O)(c1ccc(F)cc1)N1CCNCC1.